From a dataset of the Open Reaction Database (ORD), a public repository of structured organic reaction records. describe an organic reaction: reactants, conditions, products, and yield The reactants are COC(=O)C(Cc1ccc(-c2ccccc2S(C)=O)cc1)NC(=O)c1c(Cl)cccc1Cl, [Li+], [OH-]. Product: CS(=O)c1ccccc1-c1ccc(CC(NC(=O)c2c(Cl)cccc2Cl)C(=O)O)cc1. RXN SMILES: [CH3:1][O:2][C:3]([CH:4]([NH:5][C:6]([c:7]1[c:8]([Cl:14])[cH:9][cH:10][cH:11][c:12]1[Cl:13])=[O:15])[CH2:16][c:17]1[cH:18][cH:19][c:20](-[c:23]2[c:24]([S:29](=[O:30])[CH3:31])[cH:25][cH:26][cH:27][cH:28]2)[cH:21][cH:22]1)=[O:32].[Li+:34].[OH-:33]>>[O:2]=[C:3]([CH:4]([NH:5][C:6]([c:7]1[c:8]([Cl:14])[cH:9][cH:10][cH:11][c:12]1[Cl:13])=[O:15])[CH2:16][c:17]1[cH:18][cH:19][c:20](-[c:23]2[c:24]([S:29](=[O:30])[CH3:31])[cH:25][cH:26][cH:27][cH:28]2)[cH:21][cH:22]1)[OH:32]. Yields the product FC1=CC=C(C=C1)C1=C(CCC1)C1=CC=C(C=C1)S(=O)(=O)N (4-[2-(4-Fluorophenyl)cyclopenten-1-yl]benzenesulfonamide). Isolated yield 84.0%. Reported procedure: n-Butyllithium (0.54 mL, 1.34 mmol, 2.49M) was added dropwise via syringe to 1-[2-(4-fluorophenyl)cyclopenten-1-yl]-4-(methylsulfonyl)benzene (prepared as described in U.S. Pat. No. 5,344,991) (0.352 g, 1.11 mmol) and dry tetrahydrofuran (THF) (3.5 mL) cooled in an ice-bath. The resulting orange solution was stirred for 1 hour in the ice-bath and (chloromethyl)trimethylsilane (235 μL, 1.68 mmol) was added in one portion via syringe. The ice-bath was removed and the reaction mixture was stirred f... Reaction conditions: time 6 hour. The reactants are C(CCC)[Li] (n-Butyllithium), FC1=CC=C(C=C1)C1=C(CCC1)C1=CC=C(C=C1)S(=O)(=O)C (1-[2-(4-fluorophenyl)cyclopenten-1-yl]-4-(methylsulfonyl)benzene), CC(=O)[O-].[Na+] (NaOAc), NOS(=O)(=O)O (H2NOSO3H), ice, ClC[Si](C)(C)C ((chloromethyl)trimethylsilane), [F-].C(CCC)[N+](CCCC)(CCCC)CCCC (Tetrabutylammonium fluoride). As a reaction SMILES: C([Li])CCC.[F:6][C:7]1[CH:12]=[CH:11][C:10]([C:13]2[CH2:17][CH2:16][CH2:15][C:14]=2[C:18]2[CH:23]=[CH:22][C:21]([S:24](C)(=[O:26])=[O:25])=[CH:20][CH:19]=2)=[CH:9][CH:8]=1.ClC[Si](C)(C)C.[F-].C([N+:39](CCCC)(CCCC)CCCC)CCC.CC([O-])=O.[Na+].NOS(O)(=O)=O>C(OCC)(=O)C.O.O1CCCC1>[F:6][C:7]1[CH:12]=[CH:11][C:10]([C:13]2[CH2:17][CH2:16][CH2:15][C:14]=2[C:18]2[CH:23]=[CH:22][C:21]([S:24]([NH2:39])(=[O:26])=[O:25])=[CH:20][CH:19]=2)=[CH:9][CH:8]=1 |f:3.4,5.6|. Run in C(C)(=O)OCC (ethyl acetate), O1CCCC1 (tetrahydrofuran), O (water).